This data is from the Open Reaction Database (ORD), a public repository of structured organic reaction records. The task is: describe an organic reaction: reactants, conditions, products, and yield The reactants are O=C([O-])[O-], CN(C)C=O, O=[N+]([O-])c1ccc(Cl)nc1, [K+], [K+], O, COC(=O)c1ccc(OC)c(O)c1. The product is COC(=O)c1ccc(OC)c(Oc2ccc([N+](=O)[O-])cn2)c1. RXN SMILES: [C:24](=[O:25])([O-:26])[O-:27].[CH3:30][N:31]([CH3:32])[CH:33]=[O:34].[Cl:14][c:15]1[n:16][cH:17][c:18]([N+:21](=[O:22])[O-:23])[cH:19][cH:20]1.[K+:28].[K+:29].[OH2:35].[OH:1][c:2]1[cH:3][c:4]([C:5](=[O:6])[O:7][CH3:8])[cH:9][cH:10][c:11]1[O:12][CH3:13]>>[O:1]([c:2]1[cH:3][c:4]([C:5](=[O:6])[O:7][CH3:8])[cH:9][cH:10][c:11]1[O:12][CH3:13])[c:15]1[n:16][cH:17][c:18]([N+:21](=[O:22])[O-:23])[cH:19][cH:20]1.